This data is from the Open Reaction Database (ORD), a public repository of structured organic reaction records. The task is: describe an organic reaction: reactants, conditions, products, and yield Reaction SMILES: [C:1]([NH:2][c:3]1[n:4][c:5]([NH:6][CH3:7])[n:8][c:9]2[c:10]1[n:11][cH:12][n:13]2[CH2:14][c:15]1[cH:16][cH:17][cH:18][cH:19][c:20]1[Cl:21])(=[O:22])[CH3:23].[C:24]([CH3:25])(=[O:26])[NH:27][c:28]1[c:29]2[n:30][cH:31][n:32]([CH2:39][c:40]3[c:41]([F:47])[cH:42][cH:43][cH:44][c:45]3[F:46])[c:33]2[n:34][c:35]([NH:37][CH3:38])[n:36]1>>[C:24]([CH3:25])(=[O:26])[NH:27][c:28]1[c:29]2[n:30][cH:31][n:32]([CH2:39][c:40]3[c:41]([F:47])[cH:42][cH:43][cH:44][cH:45]3)[c:33]2[n:34][c:35]([NH:37][CH3:38])[n:36]1. The product is CNc1nc(NC(C)=O)c2ncn(Cc3ccccc3F)c2n1. Starting materials: CNc1nc(NC(C)=O)c2ncn(Cc3ccccc3Cl)c2n1, CNc1nc(NC(C)=O)c2ncn(Cc3c(F)cccc3F)c2n1. Reactants: C=C(C)c1ccc(O)c(C)c1, Cc1ccccc1O, Nc1ccccc1. Yields the product Cc1cc(C(C)(C)c2ccc(O)c(C)c2)ccc1O. Reaction SMILES: [C:16](=[CH2:17])([CH3:18])[c:19]1[cH:20][c:21]([CH3:26])[c:22]([OH:25])[cH:23][cH:24]1.[CH3:8][c:9]1[cH:10][cH:11][cH:12][cH:13][c:14]1[OH:15].[NH2:1][c:2]1[cH:3][cH:4][cH:5][cH:6][cH:7]1>>[CH3:8][c:9]1[cH:10][c:11]([C:16]([CH3:17])([CH3:18])[c:19]2[cH:20][c:21]([CH3:26])[c:22]([OH:25])[cH:23][cH:24]2)[cH:12][cH:13][c:14]1[OH:15].